This data is from the Open Reaction Database (ORD), a public repository of structured organic reaction records. The task is: describe an organic reaction: reactants, conditions, products, and yield The reactants are COC(=O)c1nccc2c1[nH]c1ccccc12, CC(C)C[Al+]CC(C)C, [H-], C1CCOC1, O. Yields the product OCc1nccc2c1[nH]c1ccccc12. RXN SMILES: [C:1](=[O:2])([O:3][CH3:4])[c:5]1[n:6][cH:7][cH:8][c:9]2[c:10]1[nH:11][c:12]1[cH:13][cH:14][cH:15][cH:16][c:17]21.[CH2:19]([Al+:20][CH2:21][CH:22]([CH3:23])[CH3:24])[CH:25]([CH3:26])[CH3:27].[H-:18].[O:29]1[CH2:30][CH2:31][CH2:32][CH2:33]1.[OH2:28]>>[CH2:1]([OH:2])[c:5]1[n:6][cH:7][cH:8][c:9]2[c:10]1[nH:11][c:12]1[cH:13][cH:14][cH:15][cH:16][c:17]21. The reactants are C(Cl)Cl (DCM), N=1NN=NC1COC1=CC=C(C(=O)OC)C=C1 (Methyl 4-(2H-Tetrazol-5-ylmethoxy)-benzoate), CO (MeOH). The solvent is [OH-].[Na+] (sodium hydroxide). The product is N=1NN=NC1COC1=CC=C(C(=O)O)C=C1 (4-(2H-Tetrazol-5-ylmethoxy)benzoic acid). As a reaction SMILES: [N:1]1[NH:2][N:3]=[N:4][C:5]=1[CH2:6][O:7][C:8]1[CH:17]=[CH:16][C:11]([C:12]([O:14]C)=[O:13])=[CH:10][CH:9]=1.C(Cl)Cl.CO>[OH-].[Na+]>[N:4]1[NH:3][N:2]=[N:1][C:5]=1[CH2:6][O:7][C:8]1[CH:9]=[CH:10][C:11]([C:12]([OH:14])=[O:13])=[CH:16][CH:17]=1 |f:3.4|. Procedure details: Methyl 4-(2H-Tetrazol-5-ylmethoxy)-benzoate was refluxed in 3N sodium hydroxide. The reaction was followed by TLC (DCM:MeOH=9:1). The reaction mixture was cooled, acidified and the product filtered off. The impure product was washed with DCM, dissolved in MeOH, filtered and purified by column chromatography on silica gel (DCM:MeOH=9:1). The resulting product was recrystallised from DCM:MeOH=95:5. This was repeated until the product was pure. This afforded 13.82 g (30%) of the title compound. Reactants: BrC1=CC=C(C=C1)NC(NC=1SC=C(N1)/C=C/C=O)=O ((E)-3-[2-(3-p-bromophenylureido)thiazol-4-yl]acrylaldehyde), N (ammonia), S1C(=S)N(C(=O)C1)CC(=O)O (rhodanine-3-acetic acid), [Cl-].[NH4+] (ammonium chloride). Run in C(C)O (ethanol). Product: O.BrC1=CC=C(C=C1)NC(NC=1SC=C(N1)/C=C/C=C1C(N(C(S1)=S)CC(=O)O)=O)=O.BrC1=CC=C(C=C1)NC(NC=1SC=C(N1)/C=C/C=C1C(N(C(S1)=S)CC(=O)O)=O)=O (5-{(2E)-3-[2-(3-p-bromophenylureido)thiazol-4-yl)-allylidene}rhodanine-3-acetic acid hemihydrate). As a reaction SMILES: [Br:1][C:2]1[CH:7]=[CH:6][C:5]([NH:8][C:9](=[O:20])[NH:10][C:11]2[S:12][CH:13]=[C:14](/[CH:16]=[CH:17]/[CH:18]=[O:19])[N:15]=2)=[CH:4][CH:3]=1.[S:21]1[CH2:27][C:25](=[O:26])[N:24]([CH2:28][C:29]([OH:31])=[O:30])[C:22]1=[S:23].[Cl-].[NH4+].N>C(O)C>[OH2:19].[Br:1][C:2]1[CH:7]=[CH:6][C:5]([NH:8][C:9](=[O:20])[NH:10][C:11]2[S:12][CH:13]=[C:14](/[CH:16]=[CH:17]/[CH:18]=[C:27]3[S:21][C:22](=[S:23])[N:24]([CH2:28][C:29]([OH:31])=[O:30])[C:25]3=[O:26])[N:15]=2)=[CH:4][CH:3]=1.[Br:1][C:2]1[CH:7]=[CH:6][C:5]([NH:8][C:9](=[O:20])[NH:10][C:11]2[S:12][CH:13]=[C:14](/[CH:16]=[CH:17]/[CH:18]=[C:27]3[S:21][C:22](=[S:23])[N:24]([CH2:28][C:29]([OH:31])=[O:30])[C:25]3=[O:26])[N:15]=2)=[CH:4][CH:3]=1 |f:2.3,6.7.8|. Procedure details: Following a procedure similar to that described in Example 1, the desired compound was prepared using 0.4 g of (E)-3-[2-(3-p-bromophenylureido)thiazol-4-yl]acrylaldehyde, 0.2 g of rhodanine-3-acetic acid, 0.15 g of ammonium chloride, 0.15 ml of 28% v/v aqueous ammonia and 10 ml of ethanol. The resulting product was a brownish-orange powder having the following physical properties. Reactants: CN1CCC(CC1)C(=O)C1=NC=CC=C1CCC1=CC=CC=C1 ((1-methyl-4-piperidinyl) [3-(2-phenylethyl)-2-pyridinyl]methanone), [BH4-].[Na+] (sodium borohydride). Run in O (water), CO (methanol). Product: N1CCC(CC1)C1C2=C(CCC=3C1=NC=CC3)C=CC=C2 (11-(4-Piperidyl)-6,11-dihydro-5H-benzo[5,6]cyclohepta[1,2-b]pyridine). Isolated yield 97.6%. RXN SMILES: C[N:2]1[CH2:7][CH2:6][CH:5]([C:8]([C:10]2[C:15]([CH2:16][CH2:17][C:18]3[CH:23]=[CH:22][CH:21]=[CH:20][CH:19]=3)=[CH:14][CH:13]=[CH:12][N:11]=2)=O)[CH2:4][CH2:3]1.[BH4-].[Na+]>CO.O>[NH:2]1[CH2:3][CH2:4][CH:5]([CH:8]2[C:10]3=[N:11][CH:12]=[CH:13][CH:14]=[C:15]3[CH2:16][CH2:17][C:18]3[CH:23]=[CH:22][CH:21]=[CH:20][C:19]2=3)[CH2:6][CH2:7]1 |f:1.2|. Reported procedure: To a mixture of 5.0 g (16.2 mmole) of (1-methyl-4-piperidinyl) [3-(2-phenylethyl)-2-pyridinyl]methanone (which can be prepared in the same manner as described in Preparative Example 1, Steps A-D) in 70 mL of methanol was added portionwise 0.8 g (21.1 mmole) of sodium borohydride. The next day the solution was concentrated in vacuo to give a slurry which was dissolved in water and extracted with CHCl3. The combined organic portions were dried over MgSO4, filtered, and concentrated in vacuo to pro... The product is COc1ncc(-c2cc(-c3nnc(CN4CCN(C(C)C)CC4)o3)c3cnn(C)c3c2)cc1NS(C)(=O)=O. The reactants are CC(C)N1CCN(Cc2nnc(-c3cc(Br)cc4c3cnn4C)o2)CC1, C1COCCO1, COc1ncc(B2OC(C)(C)C(C)(C)O2)cc1NS(C)(=O)=O, [Na+], [Na+], O=C([O-])[O-], O. RXN SMILES: [Br:1][c:2]1[cH:3][c:4](-[c:12]2[o:13][c:14]([CH2:17][N:18]3[CH2:19][CH2:20][N:21]([CH:24]([CH3:25])[CH3:26])[CH2:22][CH2:23]3)[n:15][n:16]2)[c:5]2[cH:6][n:7][n:8]([CH3:11])[c:9]2[cH:10]1.[CH2:55]1[O:56][CH2:57][CH2:58][O:59][CH2:60]1.[CH3:27][O:28][c:29]1[n:30][cH:31][c:32]([B:40]2[O:41][C:42]([CH3:43])([CH3:44])[C:45]([CH3:46])([CH3:47])[O:48]2)[cH:33][c:34]1[NH:35][S:36](=[O:37])(=[O:38])[CH3:39].[Na+:49].[Na+:50].[O-:51][C:52](=[O:53])[O-:54].[OH2:61]>>[c:2]1(-[c:32]2[cH:31][n:30][c:29]([O:28][CH3:27])[c:34]([NH:35][S:36](=[O:37])(=[O:38])[CH3:39])[cH:33]2)[cH:3][c:4](-[c:12]2[o:13][c:14]([CH2:17][N:18]3[CH2:19][CH2:20][N:21]([CH:24]([CH3:25])[CH3:26])[CH2:22][CH2:23]3)[n:15][n:16]2)[c:5]2[cH:6][n:7][n:8]([CH3:11])[c:9]2[cH:10]1. Reactants: COc1cc([N+](=O)[O-])ccc1OCCBr, COC1CCNCC1, CO, ClCCl. The product is COc1cc([N+](=O)[O-])ccc1OCCN1CCC(OC)CC1. RXN SMILES: [Br:1][CH2:2][CH2:3][O:4][c:5]1[c:6]([O:14][CH3:15])[cH:7][c:8]([N+:11](=[O:12])[O-:13])[cH:9][cH:10]1.[CH3:16][O:17][CH:18]1[CH2:19][CH2:20][NH:21][CH2:22][CH2:23]1.[CH3:24][OH:25].[Cl:26][CH2:27][Cl:28]>>[CH2:2]([CH2:3][O:4][c:5]1[c:6]([O:14][CH3:15])[cH:7][c:8]([N+:11](=[O:12])[O-:13])[cH:9][cH:10]1)[N:21]1[CH2:20][CH2:19][CH:18]([O:17][CH3:16])[CH2:23][CH2:22]1. Starting materials: CCCCCCCCCCCCCC(=O)OC(CCCCCCCCCCC)CC(=O)N1CCCC1CO, ClCCCl, ClCCl, CCCCCCCCCCCCCC(=O)OC(CCCCCCCCCCC)CC(=O)OC1C(NC(=O)OCC(Cl)(Cl)Cl)C(Br)OC(COC(=O)OC(C)(C)C(Cl)(Cl)Cl)C1OP(=O)(Oc1ccccc1)Oc1ccccc1. Yields the product CCCCCCCCCCCCCC(=O)OC(CCCCCCCCCCC)CC(=O)OC1C(NC(=O)OCC(Cl)(Cl)Cl)C(OCC2CCCN2C(=O)CC(CCCCCCCCCCC)OC(=O)CCCCCCCCCCCCC)OC(COC(=O)OC(C)(C)C(Cl)(Cl)Cl)C1OP(=O)(Oc1ccccc1)Oc1ccccc1. RXN SMILES: [C:78]([CH2:79][CH2:80][CH2:81][CH2:82][CH2:83][CH2:84][CH2:85][CH2:86][CH2:87][CH2:88][CH2:89][CH2:90][CH3:91])(=[O:92])[O:93][CH:94]([CH2:95][C:96](=[O:97])[N:98]1[CH:99]([CH2:103][OH:104])[CH2:100][CH2:101][CH2:102]1)[CH2:105][CH2:106][CH2:107][CH2:108][CH2:109][CH2:110][CH2:111][CH2:112][CH2:113][CH2:114][CH3:115].[Cl:116][CH2:117][CH2:118][Cl:119].[Cl:120][CH2:121][Cl:122].[c:1]1([O:7][P:8](=[O:9])([O:10][c:11]2[cH:12][cH:13][cH:14][cH:15][cH:16]2)[O:17][CH:18]2[CH:19]([O:46][C:47]([CH2:48][CH:49]([CH2:50][CH2:51][CH2:52][CH2:53][CH2:54][CH2:55][CH2:56][CH2:57][CH2:58][CH2:59][CH3:60])[O:61][C:62]([CH2:63][CH2:64][CH2:65][CH2:66][CH2:67][CH2:68][CH2:69][CH2:70][CH2:71][CH2:72][CH2:73][CH2:74][CH3:75])=[O:76])=[O:77])[CH:20]([NH:37][C:38](=[O:39])[O:40][CH2:41][C:42]([Cl:43])([Cl:44])[Cl:45])[CH:21]([Br:36])[O:22][CH:23]2[CH2:24][O:25][C:26](=[O:27])[O:28][C:29]([C:30]([Cl:31])([Cl:32])[Cl:33])([CH3:34])[CH3:35])[cH:2][cH:3][cH:4][cH:5][cH:6]1>>[c:1]1([O:7][P:8](=[O:9])([O:10][c:11]2[cH:12][cH:13][cH:14][cH:15][cH:16]2)[O:17][CH:18]2[CH:19]([O:46][C:47]([CH2:48][CH:49]([CH2:50][CH2:51][CH2:52][CH2:53][CH2:54][CH2:55][CH2:56][CH2:57][CH2:58][CH2:59][CH3:60])[O:61][C:62]([CH2:63][CH2:64][CH2:65][CH2:66][CH2:67][CH2:68][CH2:69][CH2:70][CH2:71][CH2:72][CH2:73][CH2:74][CH3:75])=[O:76])=[O:77])[CH:20]([NH:37][C:38](=[O:39])[O:40][CH2:41][C:42]([Cl:43])([Cl:44])[Cl:45])[CH:21]([O:104][CH2:103][CH:99]3[N:98]([C:96]([CH2:95][CH:94]([O:93][C:78]([CH2:79][CH2:80][CH2:81][CH2:82][CH2:83][CH2:84][CH2:85][CH2:86][CH2:87][CH2:88][CH2:89][CH2:90][CH3:91])=[O:92])[CH2:105][CH2:106][CH2:107][CH2:108][CH2:109][CH2:110][CH2:111][CH2:112][CH2:113][CH2:114][CH3:115])=[O:97])[CH2:102][CH2:101][CH2:100]3)[O:22][CH:23]2[CH2:24][O:25][C:26](=[O:27])[O:28][C:29]([C:30]([Cl:31])([Cl:32])[Cl:33])([CH3:34])[CH3:35])[cH:2][cH:3][cH:4][cH:5][cH:6]1.